Dataset: the Open Reaction Database (ORD), a public repository of structured organic reaction records. Task: describe an organic reaction: reactants, conditions, products, and yield Starting materials: C(#N)C1(CCCCC1)CC(=O)[O-].[Na+] (sodium 1-cyanocyclohexaneacetate), C(#N)C1(CCCCC1)CC(=O)[O-].[K+] (potassium 1-cyanocyclohexaneacetate). Product: C(#N)C1(CCCCC1)CC(=O)O (1-cyanocyclohexaneacetic acid). Reaction SMILES: [C:1]([C:3]1([CH2:9][C:10]([O-:12])=[O:11])[CH2:8][CH2:7][CH2:6][CH2:5][CH2:4]1)#[N:2].[Na+].C(C1(CC([O-])=O)CCCCC1)#N.[K+]>>[C:1]([C:3]1([CH2:9][C:10]([OH:12])=[O:11])[CH2:8][CH2:7][CH2:6][CH2:5][CH2:4]1)#[N:2] |f:0.1,2.3|. Procedure: sodium 1-cyanocyclohexaneacetate; and potassium 1-cyanocyclohexaneacetate;